This data is from the Open Reaction Database (ORD), a public repository of structured organic reaction records. The task is: describe an organic reaction: reactants, conditions, products, and yield Reactants: [BH4-], CC(=O)O, COc1ccc(C2NC(C(=O)O)CS2)cc1, [K+], [K+], [Na+], [Na+], O=C([O-])[O-], [OH-]. Product: COc1ccc(CNC(CS)C(=O)O)cc1. RXN SMILES: [BH4-:1].[CH3:21][C:22](=[O:23])[OH:24].[CH3:5][O:6][c:7]1[cH:8][cH:9][c:10]([CH:13]2[S:14][CH2:15][CH:16]([C:18](=[O:19])[OH:20])[NH:17]2)[cH:11][cH:12]1.[K+:25].[K+:26].[Na+:2].[Na+:4].[O-:27][C:28]([O-:29])=[O:30].[OH-:3]>>[CH3:5][O:6][c:7]1[cH:8][cH:9][c:10]([CH2:13][NH:17][CH:16]([CH2:15][SH:14])[C:18](=[O:19])[OH:20])[cH:11][cH:12]1. The product is ClC1=C(C=CC(=C1)C1=CC=NC=C1)NC(C)=O (N-[2-Chloro-4-(pyridin-4-yl)phenyl]acetamide). As a reaction SMILES: Br[C:2]1[CH:7]=[CH:6][C:5]([NH:8][C:9](=[O:11])[CH3:10])=[C:4]([Cl:12])[CH:3]=1.[N:13]1[CH:18]=[CH:17][C:16](B(O)O)=[CH:15][CH:14]=1>>[Cl:12][C:4]1[CH:3]=[C:2]([C:16]2[CH:17]=[CH:18][N:13]=[CH:14][CH:15]=2)[CH:7]=[CH:6][C:5]=1[NH:8][C:9](=[O:11])[CH3:10]. Reactants: BrC1=CC(=C(C=C1)NC(C)=O)Cl (N-[4-bromo-2-chlorophenyl]acetamide), N1=CC=C(C=C1)B(O)O (pyridin-4-ylboronic acid). Procedure: The title compound was prepared from N-[4-bromo-2-chlorophenyl]acetamide and pyridin-4-ylboronic acid using a similar procedure to Description 3.